From a dataset of the Open Reaction Database (ORD), a public repository of structured organic reaction records. describe an organic reaction: reactants, conditions, products, and yield Procedure: By substituting 2 g of N1-(4-bromophenylaminothiocarbonyl)-N2-(thien-2-carbonyl)hydrazine for the N1-(4-methoxyphenylaminothiocarbonyl)-N2-(thien-2-carbonyl)hydrazine in the method of Example 97, 1.1 g of the title compound is obtained as an off-white solid. As a reaction SMILES: [Br:1][C:2]1[CH:7]=[CH:6][C:5]([NH:8][C:9]([NH:11][NH:12][C:13]([C:15]2[S:16][CH:17]=[CH:18][CH:19]=2)=O)=[S:10])=[CH:4][CH:3]=1.COC1C=CC(NC(NNC(C2SC=CC=2)=O)=S)=CC=1>>[Br:1][C:2]1[CH:7]=[CH:6][C:5]([N:8]2[C:13]([C:15]3[S:16][CH:17]=[CH:18][CH:19]=3)=[N:12][NH:11][C:9]2=[S:10])=[CH:4][CH:3]=1. Yield: 57.9%. The reactants are BrC1=CC=C(C=C1)NC(=S)NNC(=O)C=1SC=CC1 (N1-(4-bromophenylaminothiocarbonyl)-N2-(thien-2-carbonyl)hydrazine), COC1=CC=C(C=C1)NC(=S)NNC(=O)C=1SC=CC1 (N1-(4-methoxyphenylaminothiocarbonyl)-N2-(thien-2-carbonyl)hydrazine). Yields the product BrC1=CC=C(C=C1)N1C(NN=C1C=1SC=CC1)=S (4-(4-Bromophenyl)-5-(thien-2-yl)-1,2,4-triazol-3-thione). The reactants are CC1(OC(=CC1=O)\C=C\C1=CSC=C1)C1=CC=CC=C1 ((E)-2-methyl-2-phenyl-5-[2-(3-thienyl)ethenyl]-3(2H)-furanone), C(CCS)S (1,3-propanedithiol). The product is SCCCSC(CC1=CC(C(O1)(C1=CC=CC=C1)C)=O)C1=CSC=C1 (5-[2-[(3-mercaptopropyl)thio]-2-(3-thienyl)ethyl]-2-methyl-2-phenylfuran-3(2H)-one). Reaction SMILES: [CH3:1][C:2]1([C:15]2[CH:20]=[CH:19][CH:18]=[CH:17][CH:16]=2)[C:6](=[O:7])[CH:5]=[C:4](/[CH:8]=[CH:9]/[C:10]2[CH:14]=[CH:13][S:12][CH:11]=2)[O:3]1.[CH2:21]([SH:25])[CH2:22][CH2:23][SH:24]>>[SH:24][CH2:23][CH2:22][CH2:21][S:25][CH:9]([C:10]1[CH:14]=[CH:13][S:12][CH:11]=1)[CH2:8][C:4]1[O:3][C:2]([CH3:1])([C:15]2[CH:20]=[CH:19][CH:18]=[CH:17][CH:16]=2)[C:6](=[O:7])[CH:5]=1. Procedure details: According to the procedure of Method A, Example 1, (E)-2-methyl-2-phenyl-5-[2-(3-thienyl)ethenyl]-3(2H)-furanone was reacted with 1,3-propanedithiol to provide 5-[2-[(3-mercaptopropyl)thio]-2-(3-thienyl)ethyl]-2-methyl-2-phenylfuran-3(2H)-one: 1H NMR (CDCl3) δ1.65 and 1.68 (singlets, 3H), 2.41 (m, 2H), 1.73-2.20 (overlapping multiplets, 3H), 2.45-2.65 (m, ˜4H) 3.08-3.27 (m, 2H), 4.40 (m, 1H), 5.37 and 5.39 (singlets, 1H), 7.05-7.18 (m, 2H), 7.27-7.45 (m, 6H); MS (HR-FAB) m/z 391.0850 (M+H calcd.... Reactants: CN1CCCC(NC(=O)OC(C)(C)C)C1=O, OCC(F)(F)F. The product is CN1CCCC(N)C1=O. As a reaction SMILES: [CH3:1][N:2]1[C:3](=[O:16])[CH:4]([NH:8][C:9](=[O:10])[O:11][C:12]([CH3:13])([CH3:14])[CH3:15])[CH2:5][CH2:6][CH2:7]1.[OH:17][CH2:18][C:19]([F:20])([F:21])[F:22]>>[CH3:1][N:2]1[C:3](=[O:16])[CH:4]([NH2:8])[CH2:5][CH2:6][CH2:7]1. The reactants are C(C=C)(=O)OC (methyl acrylate), CSC=1C=C(C=CC1)CO ((3-methylsulfanylphenyl)methanol), CSC=1C=C(C=CC1)CC#N ((3-methylsulfanylphenyl)acetonitrile). Reaction conditions: time 16 hour. The product is CSC=1C=C(C=CC1)CC#N ((3-methylsulfanylphenyl)acetonitrile), CSC=1C=C(C=CC1)C1(CCC(CC1)=O)C#N (1-(3-Methylsulfanylphenyl)-4-oxocyclohexanecarbonitrile). Reaction SMILES: CS[C:3]1[CH:4]=[C:5]([CH2:9]O)C=C[CH:8]=1.[CH3:11][S:12][C:13]1[CH:14]=[C:15]([CH2:19][C:20]#[N:21])[CH:16]=[CH:17][CH:18]=1.C(OC)(=[O:25])C=C>>[CH3:11][S:12][C:13]1[CH:14]=[C:15]([CH2:19][C:20]#[N:21])[CH:16]=[CH:17][CH:18]=1.[CH3:11][S:12][C:13]1[CH:14]=[C:15]([C:19]2([C:20]#[N:21])[CH2:9][CH2:5][C:4](=[O:25])[CH2:3][CH2:8]2)[CH:16]=[CH:17][CH:18]=1. Procedure: The title compound was prepared according to the process described in Example 183 via the intermediates (3-methylsulfanylphenyl)methanol (MS (ESI+): 155) and (3-methylsulfanylphenyl)acetonitrile (MS (ESI+): 164). In step c), the reaction mixture was not heated under reflux after the addition of the methyl acrylate, but stirred for 16 h at room temperature. From 2.9 g of (3-methylsulfanylphenyl)acetonitrile, 0.85 g of the title compound was obtained. The reactants are C(=O)(O)C1=CC=C(CC(CCCCC(=O)O)C=CC2=C(C=CC=C2)OCCCCCCC)C=C1 (6-(4-carboxybenzyl)-8-(2-heptoxyphenyl)-7-octenoic acid), [H][H] (hydrogen). Reagents/catalysts: [Pd] (palladium). Run in C(C)(=O)OCC (ethyl acetate). Reaction conditions: time 2 hour. The product is C(=O)(O)C1=CC=C(CC(CCCCC(=O)O)CCC2=C(C=CC=C2)OCCCCCCC)C=C1 (6-(4-Carboxybenzyl)-8-(2-heptoxyphenyl)octanoic acid). Reaction SMILES: [C:1]([C:4]1[CH:34]=[CH:33][C:7]([CH2:8][CH:9]([CH:17]=[CH:18][C:19]2[CH:24]=[CH:23][CH:22]=[CH:21][C:20]=2[O:25][CH2:26][CH2:27][CH2:28][CH2:29][CH2:30][CH2:31][CH3:32])[CH2:10][CH2:11][CH2:12][CH2:13][C:14]([OH:16])=[O:15])=[CH:6][CH:5]=1)([OH:3])=[O:2].[H][H]>[Pd].C(OCC)(=O)C>[C:1]([C:4]1[CH:5]=[CH:6][C:7]([CH2:8][CH:9]([CH2:17][CH2:18][C:19]2[CH:24]=[CH:23][CH:22]=[CH:21][C:20]=2[O:25][CH2:26][CH2:27][CH2:28][CH2:29][CH2:30][CH2:31][CH3:32])[CH2:10][CH2:11][CH2:12][CH2:13][C:14]([OH:16])=[O:15])=[CH:33][CH:34]=1)([OH:3])=[O:2]. Reported procedure: 31.6 mg (0.07 mmol) of 6-(4-carboxybenzyl)-8-(2-heptoxyphenyl)-7-octenoic acid from Ex. 25 and 20 mg of palladium/activated carbon (10%) are added to 5 ml of ethyl acetate and, at room temperature and under atmospheric pressure, hydrogenated with hydrogen. After two hours, the mixture is filtered through Celite and concentrated under reduced pressure.